describe an organic reaction: reactants, conditions, products, and yield From a dataset of the Open Reaction Database (ORD), a public repository of structured organic reaction records. Run in C(Cl)Cl (DCM), C(CCl)Cl (EDC). As a reaction SMILES: [C:1]([O:5][C:6]([N:8]1[CH2:13][CH2:12][CH:11]([C:14]([OH:16])=O)[CH2:10][CH2:9]1)=[O:7])([CH3:4])([CH3:3])[CH3:2].[CH2:17]([O:24][C:25]([N:27]1[CH2:32][CH2:31][NH:30][C@@H:29]([CH3:33])[CH2:28]1)=[O:26])[C:18]1[CH:23]=[CH:22][CH:21]=[CH:20][CH:19]=1.C1C=CC2N(O)N=NC=2C=1.CCN(CC1C=CC=CC=1)CC.C=CC1C=CC=CC=1.C=CC1C=CC(C=C)=CC=1>C(Cl)Cl.C(Cl)CCl>[CH2:17]([O:24][C:25]([N:27]1[CH2:32][CH2:31][N:30]([C:14]([CH:11]2[CH2:10][CH2:9][N:8]([C:6]([O:5][C:1]([CH3:2])([CH3:3])[CH3:4])=[O:7])[CH2:13][CH2:12]2)=[O:16])[C@@H:29]([CH3:33])[CH2:28]1)=[O:26])[C:18]1[CH:19]=[CH:20][CH:21]=[CH:22][CH:23]=1 |f:3.4.5|. Procedure: 1-(tert-Butoxycarbonyl)-piperidine4-carboxylic acid (0.53 g), (S)-1-benzyloxycarbonyl-3-methylpiperazine (D19)(0.5 g), HOBt (0.29 g) and diethylaminomethyl polystyrene (1.78 g) were stirred in DCM (30 ml), then EDC (0.53 g) was added and the reaction was stirred at rt ovemight. The mixture was filtered and washed with saturated sodium hydrogen carbonate solution (3×50 ml) and brine (30 ml). The organic layer was dried (MgSO4) and evaporated to give a crude yellow oil which was purified by chroma... The product is C(C1=CC=CC=C1)OC(=O)N1C[C@@H](N(CC1)C(=O)C1CCN(CC1)C(=O)OC(C)(C)C)C ((S)-1-Benzyloxycarbonyl-4-[1-(tert-butoxycarbonyl)-piperidine-4-carbonyl]-3-methylpiperazine). The reactants are C(C)(C)(C)OC(=O)N1CCC(CC1)C(=O)O (1-(tert-Butoxycarbonyl)-piperidine4-carboxylic acid), C(C1=CC=CC=C1)OC(=O)N1C[C@@H](NCC1)C ((S)-1-Benzyloxycarbonyl-3-methylpiperazine), C=1C=CC2=C(C1)N=NN2O (HOBt), CCN(CC)CC1=CC=CC=C1.C=CC1=CC=CC=C1.C=CC1=CC=C(C=C1)C=C (diethylaminomethyl polystyrene). Starting materials: ClC1=NC=CC2=C(C=CC=C12)[N+](=O)[O-] (1-chloro-5-nitroisoquinoline), O.O.[Sn](Cl)Cl (tin(II) chloride dihydrate), ice. Solvent: C(C)(=O)OCC (ethyl acetate). Reaction conditions: temperature 70 celsius. The product is ClC1=NC=CC2=C(C=CC=C12)N (1-chloro-5-aminoisoquinoline). Reaction SMILES: [Cl:1][C:2]1[C:11]2[C:6](=[C:7]([N+:12]([O-])=O)[CH:8]=[CH:9][CH:10]=2)[CH:5]=[CH:4][N:3]=1.O.O.[Sn](Cl)Cl>C(OCC)(=O)C>[Cl:1][C:2]1[C:11]2[C:6](=[C:7]([NH2:12])[CH:8]=[CH:9][CH:10]=2)[CH:5]=[CH:4][N:3]=1 |f:1.2.3|. Reported procedure: A solution (40 ml) of 1-chloro-5-nitroisoquinoline (2.23 g, synthesized according to the method described in J. Med. Chem. 45, 3, 740 (2002)) in ethyl acetate was added with tin(II) chloride dihydrate (12.39 g, Wako Pure Chemical Industries) at room temperature and stirred with heating at 70° C. for 1 hour. The reaction mixture was cooled to room temperature, then added with ice (200 g) and stirred for 0.5 hour. The reaction mixture was filtered through Celite and extracted three times with ethy... Reactants: ClC=1N=NC(=CC1)Cl (3,6-Dichloropyridazine), C(C1=CC=CC=C1)O (benzyl alcohol). Product: C(C1=CC=CC=C1)OC=1N=NC(=CC1)Cl (3-Benzyloxy-6-chloropyridazine). RXN SMILES: [Cl:1][C:2]1[N:3]=[N:4][C:5](Cl)=[CH:6][CH:7]=1.[CH2:9]([OH:16])[C:10]1[CH:15]=[CH:14][CH:13]=[CH:12][CH:11]=1>>[CH2:9]([O:16][C:5]1[N:4]=[N:3][C:2]([Cl:1])=[CH:7][CH:6]=1)[C:10]1[CH:15]=[CH:14][CH:13]=[CH:12][CH:11]=1. Reported procedure: 3,6-Dichloropyridazine (10.0 g, 67.12 mmol) was reacted analogously to example 4a with benzyl alcohol (6.95 ml, 67.12 mmol). Yield: 12.82 g (87%), M+H+: 221.1.